This data is from the Open Reaction Database (ORD), a public repository of structured organic reaction records. The task is: describe an organic reaction: reactants, conditions, products, and yield Reactants: Cl, CNCc1cn(C)c2cc(F)ccc12, Nc1ccc(C=CC(=O)O)cn1, O=C(O)C=Cc1cnc2c(c1)CCC(=O)N2. The product is CN(Cc1cn(C)c2cc(F)ccc12)C(=O)C=Cc1ccc(N)nc1. As a reaction SMILES: [ClH:27].[F:1][c:2]1[cH:3][cH:4][c:5]2[c:6]([CH2:12][NH:13][CH3:14])[cH:7][n:8]([CH3:11])[c:9]2[cH:10]1.[NH2:15][c:16]1[cH:17][cH:18][c:19]([CH:22]=[CH:23][C:24](=[O:25])[OH:26])[cH:20][n:21]1.[O:28]=[C:29]1[NH:30][c:31]2[n:32][cH:33][c:34]([CH:35]=[CH:36][C:37]([OH:38])=[O:39])[cH:40][c:41]2[CH2:42][CH2:43]1>>[F:1][c:2]1[cH:3][cH:4][c:5]2[c:6]([CH2:12][N:13]([CH3:14])[C:24]([CH:23]=[CH:22][c:19]3[cH:18][cH:17][c:16]([NH2:15])[n:21][cH:20]3)=[O:26])[cH:7][n:8]([CH3:11])[c:9]2[cH:10]1.